Dataset: the Open Reaction Database (ORD), a public repository of structured organic reaction records. Task: describe an organic reaction: reactants, conditions, products, and yield Starting materials: C(CCCCC)N1CC2C(C2C1)(CCC)C1=CC(=CC=C1)[N+](=O)[O-] (3-hexyl-6-(3-nitrophenyl)-6-propyl-3-azabicyclo[3.1.0]hexane), C(C)O (ethanol), [Cl-].[Ca+2].[Cl-] (calcium chloride). The reagents and catalysts are [Fe] (iron). The solvent is O (water). Yields the product C(CCCCC)N1CC2C(C2C1)(CCC)C=1C=C(N)C=CC1 (3-(3-Hexyl-6-propyl-3-azabicyclo[3.1.0]hex-6-yl)aniline). Isolated yield 100.3%. As a reaction SMILES: [CH2:1]([N:7]1[CH2:12][CH:11]2[CH:9]([C:10]2([C:16]2[CH:21]=[CH:20][CH:19]=[C:18]([N+:22]([O-])=O)[CH:17]=2)[CH2:13][CH2:14][CH3:15])[CH2:8]1)[CH2:2][CH2:3][CH2:4][CH2:5][CH3:6].C(O)C.[Cl-].[Ca+2].[Cl-]>O.[Fe]>[CH2:1]([N:7]1[CH2:12][CH:11]2[CH:9]([C:10]2([C:16]2[CH:17]=[C:18]([CH:19]=[CH:20][CH:21]=2)[NH2:22])[CH2:13][CH2:14][CH3:15])[CH2:8]1)[CH2:2][CH2:3][CH2:4][CH2:5][CH3:6] |f:2.3.4|. Procedure: To a stirred suspension of 3-hexyl-6-(3-nitrophenyl)-6-propyl-3-azabicyclo[3.1.0]hexane (Preparation 65, 2.60 g, 7.2 mmol), ethanol (150 ml) and iron powder (0.41 g, 73.2 mmol) was added calcium chloride (1.5 g 13.0 nrmnol) in water (50 ml). The reaction mixture was heated under reflux for 16 h. The reaction mixture was cooled to room temperature, filtered through a pad of Celite®, and the mother liquors were concentrated in vacuo. The residue was dissolved in dichloromethane and filtered throug...